Task: describe an organic reaction: reactants, conditions, products, and yield. Dataset: the Open Reaction Database (ORD), a public repository of structured organic reaction records Procedure: 4-(3Aminopropyl)morpholine (0.34 mmol) and 2-[(5-chloro-1H-indole-2-carbonyl)-amino]-3-phenyl-propionic acid (0.30 mmol) were coupled according to Procedure A (0-25° C. reaction temperature) substituting the following workup: the reaction was diluted with ethyl acetate, the resulting solution washed three times with 2 N NaOH and once with brine, dried over Na2SO4, and concentrated. The residue was stirred under ether for 1 hour, the solid filtered and dried: Yield 125 mg, 87%; HPLC (60/40) 2.85 ... The reactants are NCCCN1CCOCC1 (4-(3Aminopropyl)morpholine), ClC=1C=C2C=C(NC2=CC1)C(=O)NC(C(=O)O)CC1=CC=CC=C1 (2-[(5-chloro-1H-indole-2-carbonyl)-amino]-3-phenyl-propionic acid). Conditions: time 1 hour. Yields the product N1(CCOCC1)CCCNC(=O)C(CC1=CC=CC=C1)NC(=O)C=1NC2=CC=C(C=C2C1)Cl (5-Chloro-1H-indole-2-carboxylic acid [1-(3-morpholin-4-yl-propylcarbamoyl)-2-phenyl-ethyl]-amide). The solvent is C(C)(=O)OCC (ethyl acetate). RXN SMILES: [NH2:1][CH2:2][CH2:3][CH2:4][N:5]1[CH2:10][CH2:9][O:8][CH2:7][CH2:6]1.[Cl:11][C:12]1[CH:13]=[C:14]2[C:18](=[CH:19][CH:20]=1)[NH:17][C:16]([C:21]([NH:23][CH:24]([CH2:28][C:29]1[CH:34]=[CH:33][CH:32]=[CH:31][CH:30]=1)[C:25](O)=[O:26])=[O:22])=[CH:15]2>C(OCC)(=O)C>[N:5]1([CH2:4][CH2:3][CH2:2][NH:1][C:25]([CH:24]([NH:23][C:21]([C:16]2[NH:17][C:18]3[C:14]([CH:15]=2)=[CH:13][C:12]([Cl:11])=[CH:20][CH:19]=3)=[O:22])[CH2:28][C:29]2[CH:30]=[CH:31][CH:32]=[CH:33][CH:34]=2)=[O:26])[CH2:10][CH2:9][O:8][CH2:7][CH2:6]1. Reactants: CCC(CC)c1cc(C)nn2c(-c3sccc3OC)c(C)nc12, ClCCl, O=C1CCC(=O)N1Br. Product: CCC(CC)c1cc(C)nn2c(-c3sc(Br)cc3OC)c(C)nc12. Reaction SMILES: [CH2:1]([CH3:2])[CH:3]([CH2:4][CH3:5])[c:6]1[c:7]2[n:8]([n:9][c:10]([CH3:12])[cH:11]1)[c:13](-[c:17]1[s:18][cH:19][cH:20][c:21]1[O:22][CH3:23])[c:14]([CH3:16])[n:15]2.[Cl:32][CH2:33][Cl:34].[O:24]=[C:25]1[N:26]([Br:31])[C:27](=[O:28])[CH2:29][CH2:30]1>>[CH2:1]([CH3:2])[CH:3]([CH2:4][CH3:5])[c:6]1[c:7]2[n:8]([n:9][c:10]([CH3:12])[cH:11]1)[c:13](-[c:17]1[s:18][c:19]([Br:31])[cH:20][c:21]1[O:22][CH3:23])[c:14]([CH3:16])[n:15]2.